This data is from the Open Reaction Database (ORD), a public repository of structured organic reaction records. The task is: describe an organic reaction: reactants, conditions, products, and yield Reactants: CCN=C=NCCCN(C)C (EDCI), O=C1NCCCCCCCN2C=3C=CC=CC3C(CC1)=C2 (10-oxo-1,9-diaza-tricyclo[11.6.1.014,19 ]eicosa-13(20),14(19),15,17-tetraene), CC(CC(C(=O)O)CC(=O)OC(C)(C)C)C (racemic 4-methyl-2-t-butoxycarbonylmethylpentanoic acid), ON1N=NC2=C1C=CC=C2 (1-hydroxybenzotriazole). The solvent is CN(C)C=O (DMF). Run at time 8 hour. Yields the product C(C)(C)(C)OC(CC(CC(C)C)C(N[C@@H]1C(NCCCCCCCN2C=3C=CC=CC3C(C1)=C2)=O)=O)=O ((11S)-5-methyl-3-(10-oxo-1,9-diazatricyclo-[11.6.1.014,19 ]eicosa-13(20),14(19),15,17-tetraen-11-ylcarbamoyl)hexanoic acid t-butyl ester). Reaction SMILES: [O:1]=[C:2]1[CH2:20][CH2:19][C:18]2=[CH:21][N:11]([C:12]3[CH:13]=[CH:14][CH:15]=[CH:16][C:17]=32)[CH2:10][CH2:9][CH2:8][CH2:7][CH2:6][CH2:5][CH2:4][NH:3]1.[CH3:22][CH:23]([CH3:37])[CH2:24][CH:25]([CH2:29][C:30]([O:32][C:33]([CH3:36])([CH3:35])[CH3:34])=[O:31])[C:26](O)=[O:27].O[N:39]1C2C=CC=CC=2N=N1.CCN=C=NCCCN(C)C>CN(C=O)C>[C:33]([O:32][C:30](=[O:31])[CH2:29][CH:25]([C:26](=[O:27])[NH:39][C@H:20]1[CH2:19][C:18]2=[CH:21][N:11]([C:12]3[CH:13]=[CH:14][CH:15]=[CH:16][C:17]=32)[CH2:10][CH2:9][CH2:8][CH2:7][CH2:6][CH2:5][CH2:4][NH:3][C:2]1=[O:1])[CH2:24][CH:23]([CH3:37])[CH3:22])([CH3:36])([CH3:35])[CH3:34]. Reported procedure: To a stirred solution of (11S)-11-amino-(10-oxo-1,9-diaza-tricyclo[11.6.1.014,19 ]eicosa-13(20),14(19),15,17-tetraene (654 mg) and racemic 4-methyl-2-t-butoxycarbonylmethylpentanoic acid (800 mg) in 30 mL of anhydrous DMF under argon was added 1-hydroxybenzotriazole (360 mg), followed by EDCI (940 mg). The mixture was left to stir overnight and then the DMF was removed under reduced pressure. The residue was taken up in a mixture of CH2Cl2 (100 mL) and 1.5% cold HCl (100 mL) and transferred to a... The reactants are C1(=CC=CC=C1)S(=O)(=O)O (benzenesulfonic acid), 12-tungstophosphoric acid. Solvent: C1=CC=CC=C1 (benzene), C1=CC=CC=C1 (benzene). Conditions: time 10 hour. The product is C1(=CC=CC=C1)S(=O)(=O)C1=CC=CC=C1 (diphenylsulfone). Isolated yield 96.0%. Reaction SMILES: [C:1]1([S:7]([OH:10])(=[O:9])=O)[CH:6]=[CH:5][CH:4]=[CH:3][CH:2]=1>C1C=CC=CC=1>[C:1]1([S:7]([C:1]2[CH:2]=[CH:3][CH:4]=[CH:5][CH:6]=2)(=[O:9])=[O:10])[CH:6]=[CH:5][CH:4]=[CH:3][CH:2]=1. Reported procedure: A 158 g (1.0 mole) quantity of benzenesulfonic acid, 94 g (1.2 moles) of benzene and 5 g of 12-tungstophosphoric acid (H3PW12O40.29H2O) were refluxed with heating and stirring. The reaction system was kept at the reflux temperature for 10 hours, while refluxing the benzene and removing the produced water by subjecting the azeotropic mixture with the benzene to phase separation. The reaction mixture was diluted with 150 g of benzene and the catalyst was separated by filtration. The mother liquor ...